From a dataset of the Open Reaction Database (ORD), a public repository of structured organic reaction records. describe an organic reaction: reactants, conditions, products, and yield Starting materials: Cl.O1CCOCC1 (hydrogen chloride 1,4-dioxane), Cl.C1(=CC=CC2=CC=CC=C12)[C@@H](C)NC[C@H]1CN(C[C@@H]1C1=CC=CC=C1)C(CCCCC(=O)O)=O (6-[(3S,4S)-3-({[(1R)-1-(1-naphthyl)ethyl]amino}methyl)-4-phenylpyrrolidin-1-yl]-6-oxohexanoic acid hydrochloride). Run in C(C)O (ethanol). Product: Cl.C1(=CC=CC2=CC=CC=C12)[C@@H](C)NC[C@H]1CN(C[C@@H]1C1=CC=CC=C1)C(CCCCC(=O)OCC)=O (ethyl 6-[(3S,4S)-3-({[(1R)-1-(1-naphthyl)ethyl]amino}methyl)-4-phenylpyrrolidin-1-yl]-6-oxohexanoate hydrochloride). RXN SMILES: [ClH:1].O1CCO[CH2:4][CH2:3]1.Cl.[C:9]1([C@H:19]([NH:21][CH2:22][C@@H:23]2[C@@H:27]([C:28]3[CH:33]=[CH:32][CH:31]=[CH:30][CH:29]=3)[CH2:26][N:25]([C:34](=[O:42])[CH2:35][CH2:36][CH2:37][CH2:38][C:39]([OH:41])=[O:40])[CH2:24]2)[CH3:20])[C:18]2[C:13](=[CH:14][CH:15]=[CH:16][CH:17]=2)[CH:12]=[CH:11][CH:10]=1>C(O)C>[ClH:1].[C:9]1([C@H:19]([NH:21][CH2:22][C@@H:23]2[C@@H:27]([C:28]3[CH:33]=[CH:32][CH:31]=[CH:30][CH:29]=3)[CH2:26][N:25]([C:34](=[O:42])[CH2:35][CH2:36][CH2:37][CH2:38][C:39]([O:41][CH2:3][CH3:4])=[O:40])[CH2:24]2)[CH3:20])[C:18]2[C:13](=[CH:14][CH:15]=[CH:16][CH:17]=2)[CH:12]=[CH:11][CH:10]=1 |f:0.1,2.3,5.6|. Procedure: A 2.0 ml portion of 4 M hydrogen chloride/1,4-dioxane was added to a 5.0 ml ethanol solution of 200 mg of 6-[(3S,4S)-3-({[(1R)-1-(1-naphthyl)ethyl]amino}methyl)-4-phenylpyrrolidin-1-yl]-6-oxohexanoic acid hydrochloride and stirred at room temperature for 1Hour. By evaporating the solvent and crystallizing the residue from ethyl acetate-hexane, 154 mg of ethyl 6-[(3S,4S)-3-({[(1R)-1-(1-naphthyl)ethyl]amino}methyl)-4-phenylpyrrolidin-1-yl]-6-oxohexanoate hydrochloride was obtained as a colorless s...